From a dataset of the Open Reaction Database (ORD), a public repository of structured organic reaction records. describe an organic reaction: reactants, conditions, products, and yield The reactants are Cl (hydrochloric acid), CS(=O)(=O)OCCC(CC)C(F)(F)F (3-(trifluoromethyl)pentyl methanesulfonate), FC(CCS(=O)(=O)CC#N)(F)F ((3,3,3-trifluoropropylsulfonyl)acetonitrile), C([O-])([O-])=O.[K+].[K+] (potassium carbonate). Solvent: CS(=O)C (dimethyl sulfoxide). Run at temperature 60 celsius, time 3 day. Product: FC(C(CCC(C#N)S(=O)(=O)CCC(F)(F)F)CC)(F)F (5-(trifluoromethyl)-2-(3,3,3-trifluoropropylsulfonyl)heptanenitrile). Isolated yield 69.0%. RXN SMILES: CS(O[CH2:6][CH2:7][CH:8]([C:11]([F:14])([F:13])[F:12])[CH2:9][CH3:10])(=O)=O.[F:15][C:16]([F:26])([F:25])[CH2:17][CH2:18][S:19]([CH2:22][C:23]#[N:24])(=[O:21])=[O:20].C(=O)([O-])[O-].[K+].[K+].Cl>CS(C)=O>[F:14][C:11]([F:12])([F:13])[CH:8]([CH2:9][CH3:10])[CH2:7][CH2:6][CH:22]([S:19]([CH2:18][CH2:17][C:16]([F:26])([F:15])[F:25])(=[O:21])=[O:20])[C:23]#[N:24] |f:2.3.4|. Procedure details: To a solution of 3.0 g of 3-(trifluoromethyl)pentyl methanesulfonate and 2.6 g of (3,3,3-trifluoropropylsulfonyl)acetonitrile in 50 ml of dimethyl sulfoxide was added 1.8 g of potassium carbonate at room temperature, heated to 60° C. and then stirred at the same temperature for 3 days. The reaction mixture was allowed to stand to cool to nearly room temperature. To the reaction mixture was added 10% hydrochloric acid, and then extracted with ethyl acetate. The organic layer was washed with a sat... Starting materials: FC1=CC(=C(C=C1)C)[N+](=O)[O-] (4-fluoro-2-nitrotoluene), CN(C)C(OC)OC (DMF-DMA), N1CCCC1 (pyrrolidine). Run in CN(C)C=O (DMF), CN(C)C=O (DMF). The product is FC1=CC(=C(C=C1)/C=C/N1CCCC1)[N+](=O)[O-] (1-[(E)-2-(4-Fluoro-2-nitrophenyl)ethenyl]pyrrolidine). Isolated yield 108.7%. Reaction SMILES: [F:1][C:2]1[CH:7]=[CH:6][C:5]([CH3:8])=[C:4]([N+:9]([O-:11])=[O:10])[CH:3]=1.[CH3:12][N:13]([CH:15](OC)OC)[CH3:14].N1CC[CH2:22][CH2:21]1>CN(C=O)C>[F:1][C:2]1[CH:7]=[CH:6][C:5](/[CH:8]=[CH:12]/[N:13]2[CH2:15][CH2:22][CH2:21][CH2:14]2)=[C:4]([N+:9]([O-:11])=[O:10])[CH:3]=1. Reported procedure: To a stirred solution of 4-fluoro-2-nitrotoluene (50.0 g, 0.327 mol) in DMF (100 mL) was added DMF-DMA (52 mL, 0.392 mol) and pyrrolidine (33 ml, 0.392 mol) in DMF (100 mL). The reaction mixture was stirred at reflux overnight and then concentrated under reduced pressure, giving 84 g of the title compound.